Dataset: the Open Reaction Database (ORD), a public repository of structured organic reaction records. Task: describe an organic reaction: reactants, conditions, products, and yield Starting materials: [F-].[Na+] (NaF), solution, sodium fluoride NaF, solution, CCO[Si](OCC)(OCC)OCC (TEOS). The solvent is O (water). Product: [F-].[Na+].CCO[Si](OCC)(OCC)OCC (NaF TEOS). As a reaction SMILES: [F-:1].[Na+:2].[CH3:3][CH2:4][O:5][Si:6]([O:13][CH2:14][CH3:15])([O:10][CH2:11][CH3:12])[O:7][CH2:8][CH3:9]>O>[F-:1].[Na+:2].[CH3:9][CH2:8][O:7][Si:6]([O:5][CH2:4][CH3:3])([O:10][CH2:11][CH3:12])[O:13][CH2:14][CH3:15] |f:0.1,4.5.6|. Reported procedure: A 0.238M solution of sodium fluoride NaF was previously prepared by dissolving 2.5 g of NaF in 250 mL of water. 0.84 mL of this solution was added in the TEOS solution, in order to obtain a molar ratio NaF/TEOS=2.56. Each solution was placed in a shaking bath (shaking speed: 40 rpm) thermostated at either 25° C. (Example 10), 35° C. (Example 11), 45° C. (Example 12), 55° C. (Example 13) or 65° C. (Example 14), for 48 hours). A white suspension appeared progressively. After 48 hours, the powder w...